This data is from the Open Reaction Database (ORD), a public repository of structured organic reaction records. The task is: describe an organic reaction: reactants, conditions, products, and yield The reactants are Cc1cc2c(=O)n3cc(C(N)=O)ccc3nc2s1, ClC(Cl)Cl, O=P(Cl)(Cl)Cl. The product is Cc1cc2c(=O)n3cc(C#N)ccc3nc2s1. As a reaction SMILES: [CH3:1][c:2]1[cH:3][c:4]2[c:5]([n:6][c:7]3[n:8]([c:9]2=[O:10])[cH:11][c:12]([C:15](=[O:16])[NH2:17])[cH:13][cH:14]3)[s:18]1.[CH:19]([Cl:20])([Cl:21])[Cl:22].[P:23]([Cl:24])([Cl:25])([Cl:26])=[O:27]>>[CH3:1][c:2]1[cH:3][c:4]2[c:5]([n:6][c:7]3[n:8]([c:9]2=[O:10])[cH:11][c:12]([C:15]#[N:17])[cH:13][cH:14]3)[s:18]1. The reactants are COCOc1cccc(COc2cccnc2N)c1, O=S(=O)(O)O. The product is Nc1ncccc1OCc1cccc(O)c1. RXN SMILES: [NH2:1][c:2]1[n:3][cH:4][cH:5][cH:6][c:7]1[O:8][CH2:9][c:10]1[cH:11][c:12]([O:16][CH2:17][O:18][CH3:19])[cH:13][cH:14][cH:15]1.[S:20](=[O:21])(=[O:22])([OH:23])[OH:24]>>[NH2:1][c:2]1[n:3][cH:4][cH:5][cH:6][c:7]1[O:8][CH2:9][c:10]1[cH:11][c:12]([OH:16])[cH:13][cH:14][cH:15]1. Reactants: [N+](=O)([O-])C=1C=C(C=NC2=CC=C(C#N)C=C2)C=CC1 (4-[(3-nitro-benzylidene)-amino]-benzonitrile), O.[O-]S(=O)(=O)C(F)(F)F.[Yb+3].[O-]S(=O)(=O)C(F)(F)F.[O-]S(=O)(=O)C(F)(F)F (ytterbium(III) triflate hydrate), C(C(C)C)=O (isobutyraldehyde), O (water). The solvent is O1CCCC1 (tetrahydrofuran). Reaction conditions: temperature 25 celsius, time 15 hour. Yields the product OC1C(C(NC2=CC=C(C=C12)C#N)C1=CC(=CC=C1)[N+](=O)[O-])(C)C (4-hydroxy-3,3-dimethyl-2-(3-nitro-phenyl)-1,2,3,4-tetrahydro-quinoline-6-carbonitrile). Yield: 92.0%. Reaction SMILES: [N+:1]([C:4]1[CH:5]=[C:6]([CH:17]=[CH:18][CH:19]=1)[CH:7]=[N:8][C:9]1[CH:16]=[CH:15][C:12]([C:13]#[N:14])=[CH:11][CH:10]=1)([O-:3])=[O:2].O.[O-]S(C(F)(F)F)(=O)=O.[Yb+3].[O-]S(C(F)(F)F)(=O)=O.[O-]S(C(F)(F)F)(=O)=O.[CH:46](=[O:50])[CH:47]([CH3:49])[CH3:48].O>O1CCCC1>[OH:50][CH:46]1[C:16]2[C:9](=[CH:10][CH:11]=[C:12]([C:13]#[N:14])[CH:15]=2)[NH:8][CH:7]([C:6]2[CH:17]=[CH:18][CH:19]=[C:4]([N+:1]([O-:3])=[O:2])[CH:5]=2)[C:47]1([CH3:49])[CH3:48] |f:1.2.3.4.5|. Reported procedure: To a mixture of 4-[(3-nitro-benzylidene)-amino]-benzonitrile (21 g, 84 mmol) and ytterbium(III) triflate hydrate (5.21 g, 8.4 mmol) in dry tetrahydrofuran (150 mL) at 25° C. was added isobutyraldehyde (8.4 mL, 92 mmol) and water (1.5 mL, 84 mmol) dropwise. The reaction mixture was stirred at 25° C. for 15 h. Then the reaction mixture was concentrated in vacuo and the residue was extracted with ethyl acetate (2×200 mL), washed with brine, dried over anhydrous sodium sulfate and concentrated in va... Reactants: CC1=CC=C(C=C1)S(=O)(=O)OC1=CC(=C(C=C1)Br)O (4-bromo-3-hydroxyphenyl 4-methylbenzenesulfonate), [H-].[Na+] (NaH), COCCl (Chloromethyl methyl ether). Solvent: CCOC(=O)C (EtOAc), CN(C)C=O (DMF). Conditions: time 30 minute. Yields the product CC1=CC=C(C=C1)S(=O)(=O)OC1=CC(=C(C=C1)Br)OCOC (4-bromo-3-(methoxymethoxy)phenyl 4-methylbenzenesulfonate). The yield is 77.0%. RXN SMILES: [CH3:1][C:2]1[CH:7]=[CH:6][C:5]([S:8]([O:11][C:12]2[CH:17]=[CH:16][C:15]([Br:18])=[C:14]([OH:19])[CH:13]=2)(=[O:10])=[O:9])=[CH:4][CH:3]=1.[H-].[Na+].[CH3:22][O:23][CH2:24]Cl>CN(C=O)C.CCOC(C)=O>[CH3:1][C:2]1[CH:7]=[CH:6][C:5]([S:8]([O:11][C:12]2[CH:17]=[CH:16][C:15]([Br:18])=[C:14]([O:19][CH2:22][O:23][CH3:24])[CH:13]=2)(=[O:10])=[O:9])=[CH:4][CH:3]=1 |f:1.2|. Reported procedure: A solution of 4-bromo-3-hydroxyphenyl 4-methylbenzenesulfonate in dry DMF (1.0 M) was treated with NaH (1.2 eq of a 60% dispersion in mineral oil) and the mixture was stirred at RT for 30 min. Chloromethyl methyl ether (1.2 eq) was then added dropwise and the mixture was stirred at RT overnight. The mixture was diluted with EtOAc and the organic phase washed with 1 N HCl and brine before drying (Na2SO4), filtering and concentrating in vacuo. The crude was purified by FC (PE/EtOAc 1/9) to afford ... The reactants are C(C=C)C1=NC(=CC=C1OC)[N+](=O)[O-] (2-allyl-3-methoxy-6-nitropyridine). Reagents/catalysts: [Pd] (palladium on carbon). The solvent is C(C)O (ethanol). Conditions: time 16 hour. Product: COC=1C=CC(=NC1CCC)N (5-methoxy-6-propylpyridin-2-amine). Isolated yield 82.3%. RXN SMILES: [CH2:1]([C:4]1[C:9]([O:10][CH3:11])=[CH:8][CH:7]=[C:6]([N+:12]([O-])=O)[N:5]=1)[CH:2]=[CH2:3]>C(O)C.[Pd]>[CH3:11][O:10][C:9]1[CH:8]=[CH:7][C:6]([NH2:12])=[N:5][C:4]=1[CH2:1][CH2:2][CH3:3]. Reported procedure: To a solution of 2-allyl-3-methoxy-6-nitropyridine (2.0 g, 10.3 mmol) in ethanol (34 mL) was added 10% palladium on carbon (219 mg, 2.06 mmol). The reaction was evacuated and back filled with hydrogen. This was repeated two more times. The reaction mixture was stirred under hydrogen at 1 atm for 16 h, then filtered through a pad of celite and the filter cake washed thoroughly with ethyl acetate. The filtrates were concentrated in vacuo and purified by chromatography (silica, 25 to 90% ethyl acet... The reactants are C1CCOC1, N#Cc1ccc(Cl)cc1, [F-], OB(O)c1ccc(C(F)(F)F)cc1, [K+]. Product: N#Cc1ccc(-c2ccc(C(F)(F)F)cc2)cc1. RXN SMILES: [CH2:25]1[O:26][CH2:27][CH2:28][CH2:29]1.[Cl:1][c:2]1[cH:3][cH:4][c:5]([C:6]#[N:7])[cH:8][cH:9]1.[F-:23].[F:10][C:11]([c:12]1[cH:13][cH:14][c:15]([B:18]([OH:19])[OH:20])[cH:16][cH:17]1)([F:21])[F:22].[K+:24]>>[c:2]1(-[c:15]2[cH:14][cH:13][c:12]([C:11]([F:10])([F:21])[F:22])[cH:17][cH:16]2)[cH:3][cH:4][c:5]([C:6]#[N:7])[cH:8][cH:9]1. Starting materials: BrC1=C2C=CC(NC2=CC=N1)=O (5-bromo-1,6-naphthyridin-2(1H)-one), CC=1NC(=CN1)[N+](=O)[O-] (2-methyl-5-nitro-1H-imidazole), C([O-])([O-])=O.[K+].[K+] (potassium carbonate). Solvent: CN1C(CCC1)=O (N-methylpyrrolidinone). Product: CC=1N(C(=CN1)[N+](=O)[O-])C1=C2C=CC(NC2=CC=N1)=O (5-(2-methyl-5-nitro-1H-imidazol-1-yl)-1,6-naphthyridin-2-(1H)-one). Yield: 66.7%. Reaction SMILES: Br[C:2]1[N:11]=[CH:10][CH:9]=[C:8]2[C:3]=1[CH:4]=[CH:5][C:6](=[O:12])[NH:7]2.[CH3:13][C:14]1[NH:15][C:16]([N+:19]([O-:21])=[O:20])=[CH:17][N:18]=1.C(=O)([O-])[O-].[K+].[K+]>CN1CCCC1=O>[CH3:13][C:14]1[N:15]([C:2]2[N:11]=[CH:10][CH:9]=[C:8]3[C:3]=2[CH:4]=[CH:5][C:6](=[O:12])[NH:7]3)[C:16]([N+:19]([O-:21])=[O:20])=[CH:17][N:18]=1 |f:2.3.4|. Reported procedure: A mixture containing 5.6 g of 5-bromo-1,6-naphthyridin-2(1H)-one, 12.7 g of 2-methyl-5-nitro-1H-imidazole, 3.45 g of anhydrous potassium carbonate and 50 ml of N-methylpyrrolidinone was refluxed for 5.5 hours, cooled and concentrated in vacuo to remove most of the solvent. To the concentrate was added 100 ml of water and 10 ml of 35% aqueous sodium hydroxide; and, the mixture was treated with decolorizing charcoal and filtered. The filtrate was acidified with acetic acid and the precipitate was ... The reactants are ClC1=CC=C(C=C1)C=COC (1-(4-chlorophenyl)-2-methoxyethylene), [N+](=O)([O-])C1=CC=C(S1)C=O (5-nitrothiophene-2-aldehyde). The product is ClC1=CC=C(C=C1)C(C=O)=CC=1SC(=CC1)[N+](=O)[O-] (2-(4-chlorophenyl)-3-(5-nitro-2-thienyl)acrolein). Reaction SMILES: [Cl:1][C:2]1[CH:7]=[CH:6][C:5]([CH:8]=[CH:9][O:10]C)=[CH:4][CH:3]=1.[N+:12]([C:15]1[S:19][C:18]([CH:20]=O)=[CH:17][CH:16]=1)([O-:14])=[O:13]>>[Cl:1][C:2]1[CH:7]=[CH:6][C:5]([C:8](=[CH:20][C:18]2[S:19][C:15]([N+:12]([O-:14])=[O:13])=[CH:16][CH:17]=2)[CH:9]=[O:10])=[CH:4][CH:3]=1. Procedure details: 1-(4-chlorophenyl)-2-methoxyethylene is reacted in analogous manner with 5-nitrothiophene-2-aldehyde, and the title compound is obtained in the form of brown crystals having a M.P. of 135°-136°, after purification by column chromatography over silica gel with toluene.